This data is from the Open Reaction Database (ORD), a public repository of structured organic reaction records. The task is: describe an organic reaction: reactants, conditions, products, and yield Reactants: [Al+3], [Br-], [Br-], [Br-], COC(=O)c1ccc2oc(COc3ccc(C45CC6CC(CC(C6)C4)C5)cc3)nc2c1, CSC, ClCCl, Cl, O. Yields the product O=C(O)c1ccc2oc(COc3ccc(C45CC6CC(CC(C6)C4)C5)cc3)nc2c1. Reaction SMILES: [Al+3:33].[Br-:32].[Br-:34].[Br-:35].[CH3:1][O:2][C:3](=[O:4])[c:5]1[cH:6][cH:7][c:8]2[c:9]([n:10][c:11]([CH2:13][O:14][c:15]3[cH:16][cH:17][c:18]([C:21]45[CH2:22][CH:23]6[CH2:24][CH:25]([CH2:26][CH:27]([CH2:28]4)[CH2:29]6)[CH2:30]5)[cH:19][cH:20]3)[o:12]2)[cH:31]1.[CH3:38][S:39][CH3:40].[Cl:41][CH2:42][Cl:43].[ClH:37].[OH2:36]>>[O:2]=[C:3]([OH:4])[c:5]1[cH:6][cH:7][c:8]2[c:9]([n:10][c:11]([CH2:13][O:14][c:15]3[cH:16][cH:17][c:18]([C:21]45[CH2:22][CH:23]6[CH2:24][CH:25]([CH2:26][CH:27]([CH2:28]4)[CH2:29]6)[CH2:30]5)[cH:19][cH:20]3)[o:12]2)[cH:31]1. Reactants: COc1cc(C)c(S(=O)(=O)N2CCCCC2COCC(=O)OC(C)(C)C)c(C)c1, ClCCl, O=C(O)C(F)(F)F. The product is COc1cc(C)c(S(=O)(=O)N2CCCCC2COCC(=O)O)c(C)c1. As a reaction SMILES: [CH3:1][O:2][c:3]1[cH:4][c:5]([CH3:29])[c:6]([S:10](=[O:11])(=[O:12])[N:13]2[CH:14]([CH2:19][O:20][CH2:21][C:22](=[O:23])[O:24][C:25]([CH3:26])([CH3:27])[CH3:28])[CH2:15][CH2:16][CH2:17][CH2:18]2)[c:7]([CH3:9])[cH:8]1.[Cl:37][CH2:38][Cl:39].[OH:30][C:31]([C:32]([F:33])([F:34])[F:35])=[O:36]>>[CH3:1][O:2][c:3]1[cH:4][c:5]([CH3:29])[c:6]([S:10](=[O:11])(=[O:12])[N:13]2[CH:14]([CH2:19][O:20][CH2:21][C:22](=[O:23])[OH:24])[CH2:15][CH2:16][CH2:17][CH2:18]2)[c:7]([CH3:9])[cH:8]1. Starting materials: CS(=O)(=O)OCC1(CC2(CN(C(O2)=O)CC2=CC=C(C=C2)OC)CCC1)COCC1=CC=CC=C1 ((7-((benzyloxy)methyl)-3-(4-methoxybenzyl)-2-oxo-1-oxa-3-azaspiro[4.5]decan-7-yl)methyl methanesulfonate), [N-]=[N+]=[N-].[Na+] (sodium azide), CCOCC (Et2O). The solvent is CCOC(=O)C (EtOAc), CS(=O)C (DMSO). Reaction conditions: temperature 120 celsius. The product is N(=[N+]=[N-])CC1(CC2(CN(C(O2)=O)CC2=CC=C(C=C2)OC)CCC1)COCC1=CC=CC=C1 (7-(azidomethyl)-3-{[4-(methyloxy)phenyl]methyl}-7-{[(phenylmethyl)oxy]methyl}-1-oxa-3-azaspiro[4.5]decan-2-one). Isolated yield 93.9%. Reaction SMILES: CS(O[CH2:6][C:7]1([CH2:27][O:28][CH2:29][C:30]2[CH:35]=[CH:34][CH:33]=[CH:32][CH:31]=2)[CH2:26][CH2:25][CH2:24][C:9]2([O:13][C:12](=[O:14])[N:11]([CH2:15][C:16]3[CH:21]=[CH:20][C:19]([O:22][CH3:23])=[CH:18][CH:17]=3)[CH2:10]2)[CH2:8]1)(=O)=O.[N-:36]=[N+:37]=[N-:38].[Na+].CCOCC>CS(C)=O.CCOC(C)=O>[N:36]([CH2:6][C:7]1([CH2:27][O:28][CH2:29][C:30]2[CH:31]=[CH:32][CH:33]=[CH:34][CH:35]=2)[CH2:26][CH2:25][CH2:24][C:9]2([O:13][C:12](=[O:14])[N:11]([CH2:15][C:16]3[CH:17]=[CH:18][C:19]([O:22][CH3:23])=[CH:20][CH:21]=3)[CH2:10]2)[CH2:8]1)=[N+:37]=[N-:38] |f:1.2|. Reported procedure: To a light orange solution of (7-((benzyloxy)methyl)-3-(4-methoxybenzyl)-2-oxo-1-oxa-3-azaspiro[4.5]decan-7-yl)methyl methanesulfonate (5.71 g, 11.3 mmol) in DMSO (45.4 mL) was added sodium azide (2.21 g, 34.0 mmol). The reaction was heated at 120° C. behind a blast shield. After 4 days the reaction was cooled to RT and diluted with 1:1 EtOAc:Et2O (150 mL). This mixture was washed with water (3×100 mL), and the resulting organic layer was dried over magnesium sulphate, filtered, and concentrated... The reactants are ClC1=C(C(=O)NN)C(=CC(=C1)Cl)Cl (2,4,6-Trichlorobenzohydrazide), CC1=C(C=C(C(=O)O)C=C1)C#CC=1C=NC2=CC=CC=C2C1 (4-methyl-3-[(quinolin-3-yl)ethynyl]benzoic acid), Cl.CN(CCCN=C=NCC)C (N-(3-dimethylaminopropyl)-N′-ethylcarbodiimide hydrochloride), ON1N=NC2=C1C=CC=C2 (1-hydroxybenzotriazole). The solvent is CN(C=O)C (N,N-dimethylformamide). Conditions: time 1 hour. The product is ClC1=C(C(=O)N(N)C(C2=CC(=C(C=C2)C)C#CC=2C=NC3=CC=CC=C3C2)=O)C(=CC(=C1)Cl)Cl (2,4,6-trichloro-N-[4-methyl-3-[2-(3-quinolyl)ethynyl]benzoyl]benzohydrazide). RXN SMILES: [CH3:1][C:2]1[CH:10]=[CH:9][C:5]([C:6](O)=[O:7])=[CH:4][C:3]=1[C:11]#[C:12][C:13]1[CH:14]=[N:15][C:16]2[C:21]([CH:22]=1)=[CH:20][CH:19]=[CH:18][CH:17]=2.Cl.CN(C)CCCN=C=NCC.ON1C2C=CC=CC=2N=N1.[Cl:45][C:46]1[CH:55]=[C:54]([Cl:56])[CH:53]=[C:52]([Cl:57])[C:47]=1[C:48]([NH:50][NH2:51])=[O:49]>CN(C)C=O>[Cl:45][C:46]1[CH:55]=[C:54]([Cl:56])[CH:53]=[C:52]([Cl:57])[C:47]=1[C:48]([N:50]([C:6](=[O:7])[C:5]1[CH:9]=[CH:10][C:2]([CH3:1])=[C:3]([C:11]#[C:12][C:13]2[CH:14]=[N:15][C:16]3[C:21]([CH:22]=2)=[CH:20][CH:19]=[CH:18][CH:17]=3)[CH:4]=1)[NH2:51])=[O:49] |f:1.2|. Reported procedure: A mixture of 4-methyl-3-[(quinolin-3-yl)ethynyl]benzoic acid (0.15 g, 0.5 mmol), N-(3-dimethylaminopropyl)-N′-ethylcarbodiimide hydrochloride (0.15 g, 0.7 mmol) and 1-hydroxybenzotriazole (0.1 g, 0.7 mmol) in N,N-dimethylformamide (15 ml) was stirred at ambient temperature for 1 hr. 2,4,6-Trichlorobenzohydrazide (0.125 g, 0.5 mmol) was added and the mixture stirred for 12 hrs at ambient temperature. Concentration and trituration of the residue with water produced a solid which was filtered, wash... Reactants: Cl (hydrogen chloride), COC1=CC=C(C=C1)N1N=C(C=C1C1=CC=C(OCCNC(OC(C)(C)C)=O)C=C1)C(F)(F)F (tert-Butyl 2-{4-[1-(4-methoxyphenyl)-3-(trifluoro-methyl)-1H-pyrazol-5-yl]phenoxy}ethylcarbamate). The solvent is C(C)(=O)OCC (ethyl acetate). The product is Cl.COC1=CC=C(C=C1)N1N=C(C=C1C1=CC=C(OCCN)C=C1)C(F)(F)F (2-{4-[1-(4-Methoxyphenyl)-3-(trifluoromethyl)-1H-pyrazol-5-yl]phenoxy}ethanamine hydrochloride). Reaction SMILES: [ClH:1].[CH3:2][O:3][C:4]1[CH:9]=[CH:8][C:7]([N:10]2[C:14]([C:15]3[CH:31]=[CH:30][C:18]([O:19][CH2:20][CH2:21][NH:22]C(=O)OC(C)(C)C)=[CH:17][CH:16]=3)=[CH:13][C:12]([C:32]([F:35])([F:34])[F:33])=[N:11]2)=[CH:6][CH:5]=1>C(OCC)(=O)C>[ClH:1].[CH3:2][O:3][C:4]1[CH:5]=[CH:6][C:7]([N:10]2[C:14]([C:15]3[CH:31]=[CH:30][C:18]([O:19][CH2:20][CH2:21][NH2:22])=[CH:17][CH:16]=3)=[CH:13][C:12]([C:32]([F:35])([F:33])[F:34])=[N:11]2)=[CH:8][CH:9]=1 |f:3.4|. Reported procedure: To a solution of hydrogen chloride in ethyl acetate (4N, 1.0L) was added powdered tert-Butyl 2-{4-[1-(4-methoxyphenyl)-3-(trifluoromethyl)-1H-pyrazol-5-yl]-phenoxy}ethylcarbamate obtained by Example 73 (500 g) at 5° C. over 20 min. Starting materials: CCOC(=O)CCCC(Br)C(=O)c1ccc(Cl)s1, CO, CCOC(C)=O, O=C[O-], [Na+]. Yields the product CCOC(=O)CCCC(O)C(=O)c1ccc(Cl)s1. As a reaction SMILES: [Br:1][CH:2]([CH2:3][CH2:4][CH2:5][C:6](=[O:7])[O:8][CH2:9][CH3:10])[C:11](=[O:12])[c:13]1[s:14][c:15]([Cl:18])[cH:16][cH:17]1.[CH3:23][OH:24].[CH3:25][CH2:26][O:27][C:28](=[O:29])[CH3:30].[CH:19](=[O:20])[O-:21].[Na+:22]>>[CH:2]([CH2:3][CH2:4][CH2:5][C:6](=[O:7])[O:8][CH2:9][CH3:10])([C:11](=[O:12])[c:13]1[s:14][c:15]([Cl:18])[cH:16][cH:17]1)[OH:20].